Dataset: the Open Reaction Database (ORD), a public repository of structured organic reaction records. Task: describe an organic reaction: reactants, conditions, products, and yield Reactants: Oc1ccc(Br)cc1, CC(C)C(=O)Nc1cccc(C2CCN(CCCCCC(O)c3ccc(F)cc3)CC2)c1. The product is CC(C)C(=O)Nc1cccc(C2CCN(CCCCCC(Oc3ccc(Br)cc3)c3ccc(F)cc3)CC2)c1. As a reaction SMILES: [Br:1][c:2]1[cH:3][cH:4][c:5]([OH:8])[cH:6][cH:7]1.[F:9][c:10]1[cH:11][cH:12][c:13]([CH:16]([CH2:17][CH2:18][CH2:19][CH2:20][CH2:21][N:22]2[CH2:23][CH2:24][CH:25]([c:28]3[cH:29][c:30]([NH:34][C:35]([CH:36]([CH3:37])[CH3:38])=[O:39])[cH:31][cH:32][cH:33]3)[CH2:26][CH2:27]2)[OH:40])[cH:14][cH:15]1>>[Br:1][c:2]1[cH:3][cH:4][c:5]([O:8][CH:16]([c:13]2[cH:12][cH:11][c:10]([F:9])[cH:15][cH:14]2)[CH2:17][CH2:18][CH2:19][CH2:20][CH2:21][N:22]2[CH2:23][CH2:24][CH:25]([c:28]3[cH:29][c:30]([NH:34][C:35]([CH:36]([CH3:37])[CH3:38])=[O:39])[cH:31][cH:32][cH:33]3)[CH2:26][CH2:27]2)[cH:6][cH:7]1. The reactants are C1(CCCC1)C[C@@H](C(=O)O)C1=CC=C(C=C1)S(=O)(=O)C (3-cyclopentyl-2(R)-(4-methanesulfonylphenyl)-propionic acid), CSC=1N=CC(=NC1)N (5-methylsulfanyl-pyrazin-2-ylamine), N1=CC=CC=C1 (pyridine), C(C(=O)Cl)(=O)Cl (oxalyl chloride). The reagents and catalysts are CN(C=O)C (N,N-dimethylformamide). Run in C(Cl)Cl (methylene chloride), C(Cl)Cl (methylene chloride). Reaction conditions: temperature 0 celsius, time 1 hour. The product is ethyl acetate hexanes, C1(CCCC1)C[C@@H](C(=O)NC1=NC=C(N=C1)SC)C1=CC=C(C=C1)S(=O)(=O)C (3-cyclopentyl-2(R)-(4-methanesulfonyl-phenyl)-N-(5-methylsulfanyl-pyrazin-2-yl)-propionamide). Isolated yield 50.6%. As a reaction SMILES: [CH:1]1([CH2:6][C@H:7]([C:11]2[CH:16]=[CH:15][C:14]([S:17]([CH3:20])(=[O:19])=[O:18])=[CH:13][CH:12]=2)[C:8]([OH:10])=O)[CH2:5][CH2:4][CH2:3][CH2:2]1.C(Cl)(=O)C(Cl)=O.[CH3:27][S:28][C:29]1[N:30]=[CH:31][C:32]([NH2:35])=[N:33][CH:34]=1.N1C=CC=CC=1>CN(C)C=O.C(Cl)Cl>[CH:1]1([CH2:6][C@H:7]([C:11]2[CH:16]=[CH:15][C:14]([S:17]([CH3:20])(=[O:19])=[O:18])=[CH:13][CH:12]=2)[C:8]([NH:35][C:32]2[CH:31]=[N:30][C:29]([S:28][CH3:27])=[CH:34][N:33]=2)=[O:10])[CH2:2][CH2:3][CH2:4][CH2:5]1. Procedure: A solution of 3-cyclopentyl-2(R)-(4-methanesulfonylphenyl)-propionic acid (prepared as in Example 3, 1.21 g, 4.07 mmol) and N,N-dimethylformamide (5 drops) in methylene chloride (10 mL) was cooled to 0° C. The reaction mixture was then treated with oxalyl chloride (0.53 mL, 6.10 mmol), and the resulting reaction mixture was stirred at 0° C. for 1 h. The solution was then concentrated in vacuo, and the orange-brown gel was dissolved in methylene chloride. The resulting solution was added dropwise...